describe an organic reaction: reactants, conditions, products, and yield From a dataset of the Open Reaction Database (ORD), a public repository of structured organic reaction records. Starting materials: COC=1C=C(CN2CCN(CC2)CC(=O)OCC)C=C(C1OC)OC (Ethyl 2-(4-(3,4,5-trimethoxybenzyl)piperazin-1-yl)acetate), NN (hydrazine). The solvent is C(C)O (ethanol). Product: COC=1C=C(CN2CCN(CC2)CC(=O)NN)C=C(C1OC)OC (2-(4-(3,4,5-trimethoxybenzyl)piperazin-1-yl)acetohydrazide). As a reaction SMILES: [CH3:1][O:2][C:3]1[CH:4]=[C:5]([CH:19]=[C:20]([O:24][CH3:25])[C:21]=1[O:22][CH3:23])[CH2:6][N:7]1[CH2:12][CH2:11][N:10]([CH2:13][C:14](OCC)=[O:15])[CH2:9][CH2:8]1.[NH2:26][NH2:27]>C(O)C>[CH3:25][O:24][C:20]1[CH:19]=[C:5]([CH:4]=[C:3]([O:2][CH3:1])[C:21]=1[O:22][CH3:23])[CH2:6][N:7]1[CH2:12][CH2:11][N:10]([CH2:13][C:14]([NH:26][NH2:27])=[O:15])[CH2:9][CH2:8]1. Procedure: Synthesized according to General Procedure C: 6{16} (5.99 g, 17.0 mmol, 1 equiv.), anhydrous hydrazine (1.6 mL, 51.0 mmol, 3 equiv.), ethanol (34.2 mL). Purification by silica gel column chromatography (4:1 EtOAc:MeOH) afforded 1{16} (4.93 g, 86%) as a white solid. 1H-NMR (500 MHz, CDCl3): δ 8.14 (br s, 1H), 6.47 (s, 2H), 3.83 (br s, 2H), 3.78 (s, 6H), 3.76 (s, 3H), 3.36 (s, 2H), 3.01 (s, 2H), 2.48 (br s, 4H), 2.39 (br s, 4H). 13C-NMR (125 MHz, CDCl3): δ 170.2, 152.8, 136.6, 133.6, 105.4, 62.8, ... Reactants: COCCC(=O)Cl (3-Methoxypropionyl chloride), NC=1C(=NC2=CC=CC=C2C1NCC(C)(O)C)Cl (1[(3-amino-2-chloro-4-quinolinyl)amino]-2-methyl-2-propanol). Solvent: C(C)#N (acetonitrile). Reaction conditions: time 8 hour. Yields the product ClC1=NC2=CC=CC=C2C(=C1NC(CCOC)=O)NCC(C)(C)O (N-[2-Chloro-4-(2-hydroxy-2-methylpropyl)amino-3-quinolinyl]-3-methoxypropanamide). The yield is 92.7%. As a reaction SMILES: [CH3:1][O:2][CH2:3][CH2:4][C:5](Cl)=[O:6].[NH2:8][C:9]1[C:10]([Cl:25])=[N:11][C:12]2[C:17]([C:18]=1[NH:19][CH2:20][C:21]([CH3:24])([OH:23])[CH3:22])=[CH:16][CH:15]=[CH:14][CH:13]=2>C(#N)C>[Cl:25][C:10]1[C:9]([NH:8][C:5](=[O:6])[CH2:4][CH2:3][O:2][CH3:1])=[C:18]([NH:19][CH2:20][C:21]([OH:23])([CH3:22])[CH3:24])[C:17]2[C:12](=[CH:13][CH:14]=[CH:15][CH:16]=2)[N:11]=1. Reported procedure: 3-Methoxypropionyl chloride (5.5 g, 0.045 mole) was slowly added with stirring to a solution of 1[(3-amino-2-chloro-4-quinolinyl)amino]-2-methyl-2-propanol (10 g, 0.038 mole) in acetonitrile (140 mL). After the addition was completed, the reaction mixture was heated at reflux for 30 minutes then allowed to stir at room temperature overnight. The reaction mixture was filtered to provide 12.4 g of the desired product as a solid. The reactants are CC(Br)CCBr, CC(C)(C)[Si](C)(C)N1C(=O)CC1c1ccccc1, CCNCC, C1CCOC1, [Li]CCCC, [Cl-], [NH4+]. The product is CC(Br)CCC1C(=O)N([Si](C)(C)C(C)(C)C)C1c1ccccc1. As a reaction SMILES: [Br:29][CH2:30][CH2:31][CH:32]([CH3:33])[Br:34].[C:11]([CH3:12])([CH3:13])([CH3:14])[Si:15]([N:16]1[C:17](=[O:26])[CH2:18][CH:19]1[c:20]1[cH:21][cH:22][cH:23][cH:24][cH:25]1)([CH3:27])[CH3:28].[CH2:1]([NH:2][CH2:3][CH3:4])[CH3:5].[CH2:37]1[O:38][CH2:39][CH2:40][CH2:41]1.[CH3:6][CH2:7][CH2:8][CH2:9][Li:10].[Cl-:35].[NH4+:36]>>[C:11]([CH3:12])([CH3:13])([CH3:14])[Si:15]([N:16]1[C:17](=[O:26])[CH:18]([CH2:30][CH2:31][CH:32]([CH3:33])[Br:34])[CH:19]1[c:20]1[cH:21][cH:22][cH:23][cH:24][cH:25]1)([CH3:27])[CH3:28].